This data is from the Open Reaction Database (ORD), a public repository of structured organic reaction records. The task is: describe an organic reaction: reactants, conditions, products, and yield Yield: 41.0%. Reported procedure: 2-(4-(Bis(2-hydroxyethyl)amino)phenyl)-5,7-dimethoxyquinazolin-4(3H)-one was synthesized from 2-amino-4,6-dimethoxybenzamide and 4-[bis-(2-hydroxy-ethyl)-amino]-benzaldehyde, using the method described for 5,7-dimethoxy-2-(pyridin-2-yl)quinazolin-4(3H)-one. 2-(4-(bis(2-hydroxyethyl)amino)phenyl)-5,7-dimethoxy-quinazolin-4(3H)-one (120 mg, 41%) was isolated as a yellow solid. Selected data: MS (m/z): 386.15; MP 249-251° C. Yields the product OCCN(C1=CC=C(C=C1)C1=NC2=CC(=CC(=C2C(N1)=O)OC)OC)CCO (2-(4-(bis(2-hydroxyethyl)amino)phenyl)-5,7-dimethoxy-quinazolin-4(3H)-one). Starting materials: NC1=C(C(=O)N)C(=CC(=C1)OC)OC (2-amino-4,6-dimethoxybenzamide), OCCN(C1=CC=C(C=O)C=C1)CCO (4-[bis-(2-hydroxy-ethyl)-amino]-benzaldehyde), COC1=C2C(NC(=NC2=CC(=C1)OC)C1=NC=CC=C1)=O (5,7-dimethoxy-2-(pyridin-2-yl)quinazolin-4(3H)-one). As a reaction SMILES: [NH2:1][C:2]1[CH:10]=[C:9]([O:11][CH3:12])[CH:8]=[C:7]([O:13][CH3:14])[C:3]=1[C:4]([NH2:6])=[O:5].[OH:15][CH2:16][CH2:17][N:18]([CH2:27][CH2:28][OH:29])[C:19]1[CH:26]=[CH:25][C:22]([CH:23]=O)=[CH:21][CH:20]=1.COC1C=C(OC)C=C2C=1C(=O)NC(C1C=CC=CN=1)=N2>>[OH:15][CH2:16][CH2:17][N:18]([CH2:27][CH2:28][OH:29])[C:19]1[CH:26]=[CH:25][C:22]([C:23]2[NH:6][C:4](=[O:5])[C:3]3[C:2](=[CH:10][C:9]([O:11][CH3:12])=[CH:8][C:7]=3[O:13][CH3:14])[N:1]=2)=[CH:21][CH:20]=1. Reactants: [H-].[Al+3].[Li+].[H-].[H-].[H-] (lithium aluminum hydride), [OH-].[Na+] (sodium hydroxide), CN(C(=O)C1=CC2=C(C=C(O2)CCCCN)C=C1)C (N,N-dimethyl-2-(4-aminobutyl)benzofuran-6-carboxamide), O (water), O (water). Solvent: O1CCCC1 (tetrahydrofuran), O1CCCC1 (tetrahydrofuran). Run at time 2 hour. Yields the product O1C=CC2=C1C=CC=C2 (benzofuran). As a reaction SMILES: CN(C)C([C:5]1[CH:18]=[CH:17][C:8]2[CH:9]=[C:10](CCCCN)[O:11][C:7]=2[CH:6]=1)=O.[H-].[Al+3].[Li+].[H-].[H-].[H-].O.[OH-].[Na+]>O1CCCC1>[O:11]1[C:7]2[CH:6]=[CH:5][CH:18]=[CH:17][C:8]=2[CH:9]=[CH:10]1 |f:1.2.3.4.5.6,8.9|. Procedure details: N,N-dimethyl-2-(4-aminobutyl)benzofuran-6-carboxamide (13.0 g., 0.05 mole) in tetrahydrofuran (60 ml.) is added dropwise with stirring to lithium aluminum hydride (3.0 g., 0.08 mole) in tetrahydrofuran (60 ml.) at 25°-30° C. The mixture is stirred for 2 hours at 25°-30° C. and then is treated successively with 3 g. of water, 3 g. of 15% sodium hydroxide solution and 9 g. of water. The solid precipitate is removed by filtration. The tetrahydrofuran solution is evaporated at reduced pressure to pr... Starting materials: O1CCOC12CCC(CC2)=O (1,4-dioxa-spiro[4.5]decan-8-one), C(CCC)[Li] (n-butyllithium). The reagents and catalysts are [Br-].C[P+](C1=CC=CC=C1)(C1=CC=CC=C1)C1=CC=CC=C1 (methyltriphenylphosphonium bromide). The solvent is C1CCOC1 (THF), C1CCOC1 (THF). Reaction conditions: time 1 hour. The product is C=C1CCC2(OCCO2)CC1 (8-methyene-1,4-dioxa-spiro[4.5]decane). Isolated yield 79.0%. Reaction SMILES: [CH2:1]([Li])[CH2:2][CH2:3][CH3:4].[O:6]1[C:10]2(CCC(=O)[CH2:12][CH2:11]2)[O:9][CH2:8][CH2:7]1>[Br-].C[P+](C1C=CC=CC=1)(C1C=CC=CC=1)C1C=CC=CC=1.C1COCC1>[CH2:4]=[C:3]1[CH2:12][CH2:11][C:10]2([O:9][CH2:8][CH2:7][O:6]2)[CH2:1][CH2:2]1 |f:2.3|. Procedure: To solution of methyltriphenylphosphonium bromide (17 g, 1.5 eq.) in THF (100 mL) at 0° C. was added dropwise n-butyllithium (2.5 M in hexanes, 18 mL, 1.4 eq.) and the resulting mixture was stirred for 1 h. A solution of 1,4-dioxa-spiro[4.5]decan-8-one (5.0 g, 32 mmol, 1.0 eq.) in THF (10 mL) was then introduced dropwise and the resulting mixture was warmed to room temperature and stirred overnight. The reaction was quenched by addition of sat. NaHCO3 and the separated aqueous layer was extracte... Reactants: CC1S[C@H]2N(C(=C1)C(=O)O)C(C2NC(C(C=2N=C(SC2)NC=O)=NOCCCCCC)=O)=O (2-methyl-7-[2-hexyloxyimino-2-(2-formylaminothiazol-4-yl)acetamido]-3-cephem-4-carboxylic acid), CC1S[C@H]2N(C(=C1)C(=O)O)C(C2NC(C(C=2NC(SC2)=NC=O)=NOCCCCCC)=O)=O (2-methyl-7-[2-hexyloxyimino-2-(2-formylimino-2,3-dihydrothiazol-4-yl)acetamido]-3-cephem-4-carboxylic acid), Cl (hydrochloric acid). Run in CO (methanol), O1CCCC1 (tetrahydrofuran). Conditions: temperature 30 celsius, time 2 hour. The product is CC1S[C@H]2N(C(=C1)C(=O)O)C(C2NC(C(C=2N=C(SC2)N)=NOCCCCCC)=O)=O (2-methyl-7-[2-hexyloxyimino-2-(2-aminothiazol-4-yl)acetamido]-3-cephem-4-carboxylic acid). RXN SMILES: [CH3:1][CH:2]1[CH:7]=[C:6]([C:8]([OH:10])=[O:9])[N:5]2[C:11](=[O:33])[CH:12]([NH:13][C:14](=[O:32])[C:15](=[N:24][O:25][CH2:26][CH2:27][CH2:28][CH2:29][CH2:30][CH3:31])[C:16]3[N:17]=[C:18]([NH:21]C=O)[S:19][CH:20]=3)[C@H:4]2[S:3]1.Cl>CO.O1CCCC1>[CH3:1][CH:2]1[CH:7]=[C:6]([C:8]([OH:10])=[O:9])[N:5]2[C:11](=[O:33])[CH:12]([NH:13][C:14](=[O:32])[C:15](=[N:24][O:25][CH2:26][CH2:27][CH2:28][CH2:29][CH2:30][CH3:31])[C:16]3[N:17]=[C:18]([NH2:21])[S:19][CH:20]=3)[C@H:4]2[S:3]1. Procedure: A solution of 2-methyl-7-[2-hexyloxyimino-2-(2-formylaminothiazol-4-yl)acetamido]-3-cephem-4-carboxylic acid (syn isomer), which can be represented as 2-methyl-7-[2-hexyloxyimino-2-(2-formylimino-2,3-dihydrothiazol-4-yl)acetamido]-3-cephem-4-carboxylic acid (syn isomer), (5.3 g) and concentrated hydrochloric acid (4.2 g) in a mixture of methanol (53 ml) and tetrahydrofuran (40 ml) was stirred for 2 hours at 30° C., and then evaporated to dryness. The residue was dissolved in an aqueous solution ... Starting materials: NC1=C(C(=O)NCC2=C(C=CC=C2)OC)C=CC(=C1)[N+](=O)[O-] (2-amino-N-(2-methoxybenzyl)-4-nitrobenzamide), CSC.B (borane-dimethyl sulfide). The product is COC1=C(CNCC2=C(C=C(C=C2)[N+](=O)[O-])N)C=CC=C1 (2-[(2-Methoxybenzylamino)methyl]-5-nitrophenylamine). As a reaction SMILES: [NH2:1][C:2]1[CH:19]=[C:18]([N+:20]([O-:22])=[O:21])[CH:17]=[CH:16][C:3]=1[C:4]([NH:6][CH2:7][C:8]1[CH:13]=[CH:12][CH:11]=[CH:10][C:9]=1[O:14][CH3:15])=O.CSC.B>>[CH3:15][O:14][C:9]1[CH:10]=[CH:11][CH:12]=[CH:13][C:8]=1[CH2:7][NH:6][CH2:4][C:3]1[CH:16]=[CH:17][C:18]([N+:20]([O-:22])=[O:21])=[CH:19][C:2]=1[NH2:1] |f:1.2|. Procedure: The title compound was synthesized according to EXAMPLE 63, section 1.6 starting from 2-amino-N-(2-methoxybenzyl)-4-nitrobenzamide and borane-dimethyl sulfide.